This data is from the Open Reaction Database (ORD), a public repository of structured organic reaction records. The task is: describe an organic reaction: reactants, conditions, products, and yield Starting materials: CN(C)CC1=CNC2=C1C=C(C=C2)Br (5-Bromogramine), [N+](=O)([O-])C(C)C (2-nitropropane), [OH-].[Na+] (sodium hydroxide). Run in IPr2O. The product is BrC=1C=C2C(=CNC2=CC1)CC(C)([N+](=O)[O-])C (5-BROMO-3-(2-METHYL-2-NITROPROPYL)INDOLE). RXN SMILES: CN([CH2:4][C:5]1[C:9]2[CH:10]=[C:11]([Br:14])[CH:12]=[CH:13][C:8]=2[NH:7][CH:6]=1)C.[N+:15]([CH:18]([CH3:20])[CH3:19])([O-:17])=[O:16].[OH-].[Na+]>>[Br:14][C:11]1[CH:10]=[C:9]2[C:8](=[CH:13][CH:12]=1)[NH:7][CH:6]=[C:5]2[CH2:4][C:18]([CH3:20])([N+:15]([O-:17])=[O:16])[CH3:19] |f:2.3|. Procedure: 5-Bromogramine, 60.0 g., 165 g. of 2-nitropropane, and 10.5 g. of sodium hydroxide pellets were caused to react under the conditions of Procedure 67C. The product was recovered as a dark syrup-like liquid from which the crystalline product was obtained by dissolving in IPr2O. The crystalline material was recrystallized from IPr2O to yield 48.6 g. of tan crystalline product, m.p. 106°-109°. The structure was confirmed by examination of the NMR spectrum. Reactants: COC1=CC=C(CON)C=C1 (p-methoxybenzyloxyamine), Cl (hydrochloric acid), ice, SC1=NN=NN1CC(=O)O (5-mercapto-1H-tetrazole-1-acetic acid), N,N'-carbonyldiimidazole. Run in CN(C=O)C (N,N-dimethylformamide), CN(C=O)C (N,N-dimethylformamide). Run at time 1 hour. The product is COC1=CC=C(CONC(CN2N=NN=C2S)=O)C=C1 (α-(5-mercapto-1H-tetrazol-1-yl)acetohydroxamic acid p-methoxybenzyl ester). The yield is 90.0%. As a reaction SMILES: [SH:1][C:2]1[N:6]([CH2:7][C:8]([OH:10])=O)[N:5]=[N:4][N:3]=1.[CH3:11][O:12][C:13]1[CH:21]=[CH:20][C:16]([CH2:17][O:18][NH2:19])=[CH:15][CH:14]=1.Cl>CN(C)C=O>[CH3:11][O:12][C:13]1[CH:21]=[CH:20][C:16]([CH2:17][O:18][NH:19][C:8](=[O:10])[CH2:7][N:6]2[C:2]([SH:1])=[N:3][N:4]=[N:5]2)=[CH:15][CH:14]=1. Procedure: To an ice cold solution of 5-mercapto-1H-tetrazole-1-acetic acid (4.4 g) in N,N-dimethylformamide (40 ml) is added N,N'-carbonyldiimidazole (4.86 g), and the mixture is stirred under nitrogen for 1 hour. To this solution is added a solution of p-methoxybenzyloxyamine (7.9 g) in N,N-dimethylformamide (10 ml), and the mixture is stirred under ice cooling for 45 minutes. The reaction mixture is poured onto ice water containing hydrochloric acid and extracted with ethyl acetate. The extract solution... Starting materials: C1CCNCC1, CN1CCCC1=O, CC1Cc2c(F)c(F)c(N)c3c(=O)c(C(=O)O)cn1c23. Product: CC1Cc2c(N3CCCCC3)c(F)c(N)c3c(=O)c(C(=O)O)cn1c23. Reaction SMILES: [CH2:21]1[CH2:22][CH2:23][NH:24][CH2:25][CH2:26]1.[CH3:27][N:28]1[CH2:29][CH2:30][CH2:31][C:32]1=[O:33].[NH2:1][c:2]1[c:3]2[c:4](=[O:20])[c:5]([C:17](=[O:18])[OH:19])[cH:6][n:7]3[c:8]2[c:9]([c:10]([F:13])[c:11]1[F:12])[CH2:14][CH:15]3[CH3:16]>>[NH2:1][c:2]1[c:3]2[c:4](=[O:20])[c:5]([C:17](=[O:18])[OH:19])[cH:6][n:7]3[c:8]2[c:9]([c:10]([N:24]2[CH2:23][CH2:22][CH2:21][CH2:26][CH2:25]2)[c:11]1[F:12])[CH2:14][CH:15]3[CH3:16].